This data is from the Open Reaction Database (ORD), a public repository of structured organic reaction records. The task is: describe an organic reaction: reactants, conditions, products, and yield Reactants: ClC=1C(=C2C=C(NC2=CC1)C(=O)OCC)[N+](=O)[O-] (ethyl 5-chloro4-nitro-1H-indole-2-carboxylate), ClC=1C=C2C=C(NC2=C(C1)Cl)C(=O)O (5,7-dichloro-1H-indole-2-carboxylic acid). Product: [N+](=O)([O-])C1=C2C=C(NC2=CC=C1Cl)C(=O)O (4-Nitro-5-chloro-1H-indole-2-carboxylic acid). RXN SMILES: [Cl:1][C:2]1[C:3]([N+:16]([O-:18])=[O:17])=[C:4]2[C:8](=[CH:9][CH:10]=1)[NH:7][C:6]([C:11]([O:13]CC)=[O:12])=[CH:5]2.ClC1C=C2C(=C(Cl)C=1)NC(C(O)=O)=C2>>[N+:16]([C:3]1[C:2]([Cl:1])=[CH:10][CH:9]=[C:8]2[C:4]=1[CH:5]=[C:6]([C:11]([OH:13])=[O:12])[NH:7]2)([O-:18])=[O:17]. Reported procedure: The title compound was prepared by hydrolysis of ethyl 5-chloro4-nitro-1H-indole-2-carboxylate as described for the preparation of 5,7-dichloro-1H-indole-2-carboxylic acid.